The task is: describe an organic reaction: reactants, conditions, products, and yield. This data is from the Open Reaction Database (ORD), a public repository of structured organic reaction records. The reactants are C(C)N(CCOC1=CC=C(C=C1)[N+](=O)[O-])CC (4-(2-diethylaminoethoxy)-1-nitrobenzene). The reagents and catalysts are [Pd] (palladium on charcoal). Run in C(C)O (ethanol). Conditions: time 3 hour. Yields the product C(C)N(CCOC1=CC=C(N)C=C1)CC (4-(2-Diethylaminoethoxy)aniline). Isolated yield 45.7%. As a reaction SMILES: [CH2:1]([N:3]([CH2:16][CH3:17])[CH2:4][CH2:5][O:6][C:7]1[CH:12]=[CH:11][C:10]([N+:13]([O-])=O)=[CH:9][CH:8]=1)[CH3:2]>[Pd].C(O)C>[CH2:16]([N:3]([CH2:1][CH3:2])[CH2:4][CH2:5][O:6][C:7]1[CH:8]=[CH:9][C:10]([NH2:13])=[CH:11][CH:12]=1)[CH3:17]. Procedure: A mixture of 4-(2-diethylaminoethoxy)-1-nitrobenzene (Method 10) (1.0 g, 4.2 mmol) and 10% palladium on charcoal catalyst (200 mg) in ethanol (30 ml) was stirred under an atmosphere of hydrogen for 3 hours. The catalyst was removed by filtration through diatomaceous earth and the filter pad was washed with methanol. The volatiles were removed from the filtrate by evaporation to give the title compound (400 mg, 46%) as an oil. M/z: 209 [MH]+. The reactants are C1(=CC=CC=C1)C1CCN(CC1)CCCCC1=C2C(C(=O)NC2=O)=CC=C1 (4-(4-phenylpiperidin-1-yl)butan-1-ylphthalimide), O.NN (hydrazine monohydrate). The solvent is C(C)O (ethanol). The product is NCCCCN1CCC(CC1)C1=CC=CC=C1 (1-(4-aminobutan-1-yl)-4-phenylpiperidine). As a reaction SMILES: [C:1]1([CH:7]2[CH2:12][CH2:11][N:10]([CH2:13][CH2:14][CH2:15][CH2:16]C3C=CC=C4C(NC(=O)C=34)=O)[CH2:9][CH2:8]2)[CH:6]=[CH:5][CH:4]=[CH:3][CH:2]=1.O.[NH2:29]N>C(O)C>[NH2:29][CH2:16][CH2:15][CH2:14][CH2:13][N:10]1[CH2:9][CH2:8][CH:7]([C:1]2[CH:2]=[CH:3][CH:4]=[CH:5][CH:6]=2)[CH2:12][CH2:11]1 |f:1.2|. Reported procedure: To a solution of 10.38 g (28.64 mM) of 4-(4-phenylpiperidin-1-yl)butan-1-ylphthalimide in ethanol (160 ml) was added 4.2 ml (86.58 mM) of hydrazine monohydrate at room temperature and the mixture was refluxed for 1.5 hours. The white solid that formed was filtered off and the solvent was distilled off under reduced pressure. The residue was diluted with aqueous solution of sodium hydroxide and extracted with chloroform. The organic layer was washed with saturated aqueous solution of sodium chlor... The reactants are C=C(Cn1ccc(OCc2ccccc2)cc1=O)c1ccc(CN2CCCC2)cc1, CC#N, [O-][I+3]([O-])([O-])[O-], [Na+], [Na+], [Na+], O, O, Cl[Ru](Cl)Cl, O=S([O-])([O-])=S. Yields the product O=C(Cn1ccc(OCc2ccccc2)cc1=O)c1ccc(CN2CCCC2)cc1. RXN SMILES: [CH2:1]([c:2]1[cH:3][cH:4][cH:5][cH:6][cH:7]1)[O:8][c:9]1[cH:10][c:11](=[O:30])[n:12]([CH2:15][C:16](=[CH2:17])[c:18]2[cH:19][cH:20][c:21]([CH2:24][N:25]3[CH2:26][CH2:27][CH2:28][CH2:29]3)[cH:22][cH:23]2)[cH:13][cH:14]1.[CH3:37][C:38]#[N:39].[I+3:31]([O-:32])([O-:33])([O-:34])[O-:35].[Na+:36].[Na+:46].[Na+:47].[OH2:40].[OH2:48].[Ru:49]([Cl:50])([Cl:51])[Cl:52].[S:41]([O-:42])([O-:43])(=[O:44])=[S:45]>>[CH2:1]([c:2]1[cH:3][cH:4][cH:5][cH:6][cH:7]1)[O:8][c:9]1[cH:10][c:11](=[O:30])[n:12]([CH2:15][C:16]([c:18]2[cH:19][cH:20][c:21]([CH2:24][N:25]3[CH2:26][CH2:27][CH2:28][CH2:29]3)[cH:22][cH:23]2)=[O:32])[cH:13][cH:14]1. Reactants: N/C/1=N/C2(C3=CC(=CC=C3OC=3C(=CC(=CC23)O)F)Br)COCC1 ((E)-5-amino-7′-bromo-4′-fluoro-6,7-dihydro-2H-spiro[[1,4]oxazepine-3,9′-xanthen]-2′-ol), C([O-])([O-])=O.[Cs+].[Cs+] (cesium carbonate), CN(C)C=O (DMF), C(C(C)(C)C)I (neopentyl iodide). The solvent is O (water). Reaction conditions: temperature 100 celsius, time 10 minute. Yields the product BrC1=CC=C2OC=3C(=CC(=CC3C\3(C2=C1)COCC\C(=N3)\N)OCC(C)(C)C)F ((E)-7′-bromo-4′-fluoro-2′-(neopentyloxy)-6,7-dihydro-2H-spiro[[1,4]oxazepine-3,9′-xanthen]-5-amine). Reaction SMILES: [NH2:1][C:2]1=[N:3][C:4]2([CH2:21][O:22][CH2:23][CH2:24]1)[C:17]1[CH:16]=[C:15]([OH:18])[CH:14]=[C:13]([F:19])[C:12]=1[O:11][C:10]1[C:5]2=[CH:6][C:7]([Br:20])=[CH:8][CH:9]=1.C(=O)([O-])[O-].[Cs+].[Cs+].CN(C=O)C.[CH2:36](I)[C:37]([CH3:40])([CH3:39])[CH3:38]>O>[Br:20][C:7]1[CH:6]=[C:5]2[C:10]([O:11][C:12]3[C:13]([F:19])=[CH:14][C:15]([O:18][CH2:36][C:37]([CH3:40])([CH3:39])[CH3:38])=[CH:16][C:17]=3[C:4]32[CH2:21][O:22][CH2:23][CH2:24][C:2]([NH2:1])=[N:3]3)=[CH:9][CH:8]=1 |f:1.2.3|. Procedure details: A vial was charged with (E)-5-amino-7′-bromo-4′-fluoro-6,7-dihydro-2H-spiro[[1,4]oxazepine-3,9′-xanthen]-2′-ol (222.7 mg, 0.566 mmol), cesium carbonate (738 mg, 2.265 mmol), and DMF (2832 μL) to give a yellow suspension. The resulting mixture was stirred for 10 min, then neopentyl iodide (225 μL, 1.699 mmol) was added. The vial was capped and heated to 100° C. for 2 h. The mixture was diluted with water and extracted with EtOAc (3×). The combined organic extracts were dried over sodium sulfate, ... The reactants are [I-].BrC1=C(C=[N+](C=C1C1=CC(=CC=C1)C(F)(F)F)C)C1=CC=CC=C1 (4-bromo-1-methyl-3-phenyl-5-(3-trifluoromethylphenyl)-pyridinium iodide), C(C)I (ethyl iodide). Conditions: time 3 day. Yields the product [I-].C(C)[N+]1=CC(=C(C(=C1)C1=CC(=CC=C1)C(F)(F)F)I)C1=CC=CC=C1 (1-ethyl-4-iodo-3-phenyl-5-(3-trifluoromethylphenyl)pyridinium iodide). RXN SMILES: [I-:1].Br[C:3]1[C:8]([C:9]2[CH:14]=[CH:13][CH:12]=[C:11]([C:15]([F:18])([F:17])[F:16])[CH:10]=2)=[CH:7][N+:6]([CH3:19])=[CH:5][C:4]=1[C:20]1[CH:25]=[CH:24][CH:23]=[CH:22][CH:21]=1.[CH2:26]([I:28])C>>[I-:28].[CH2:19]([N+:6]1[CH:7]=[C:8]([C:9]2[CH:14]=[CH:13][CH:12]=[C:11]([C:15]([F:18])([F:17])[F:16])[CH:10]=2)[C:3]([I:1])=[C:4]([C:20]2[CH:25]=[CH:24][CH:23]=[CH:22][CH:21]=2)[CH:5]=1)[CH3:26] |f:0.1,3.4|. Procedure: A 2 g. portion of the 4-bromopyridine intermediate of Example 9 was combined with 10 ml. of ethyl iodide and allowed to stand at room temperature for 3 days. Volatile materials were then evaporated under vacuum, and the solids were crystallized from chloroform-hexane, yield 0.25 g., m.p. 235°-238°. Analysis by nuclear magnetic resonance and mass spectrometry techniques identified the product as consisting of approximately 60 percent of the compound of Example 12, and approximately 40 percent of ... Starting materials: Nc1cc(F)c(Br)c(F)c1Cl, Cc1ccccc1, OB(O)C1CC1, C1CCC(P(C2CCCCC2)C2CCCCC2)CC1, [K+], [K+], [K+], CC(=O)[O-], CC(=O)[O-], O, O=P([O-])([O-])[O-], [Pd+2]. The product is Nc1cc(F)c(C2CC2)c(F)c1Cl. As a reaction SMILES: [Br:1][c:2]1[c:3]([F:11])[c:4]([Cl:10])[c:5]([NH2:6])[cH:7][c:8]1[F:9].[CH3:45][c:46]1[cH:47][cH:48][cH:49][cH:50][cH:51]1.[CH:12]1([B:15]([OH:16])[OH:17])[CH2:13][CH2:14]1.[CH:26]1([P:27]([CH:28]2[CH2:29][CH2:30][CH2:31][CH2:32][CH2:33]2)[CH:34]2[CH2:35][CH2:36][CH2:37][CH2:38][CH2:39]2)[CH2:40][CH2:41][CH2:42][CH2:43][CH2:44]1.[K+:23].[K+:24].[K+:25].[O-:54][C:55]([CH3:56])=[O:57].[O-:58][C:59]([CH3:60])=[O:61].[OH2:52].[P:18]([O-:19])([O-:20])([O-:21])=[O:22].[Pd+2:53]>>[c:2]1([CH:12]2[CH2:13][CH2:14]2)[c:3]([F:11])[c:4]([Cl:10])[c:5]([NH2:6])[cH:7][c:8]1[F:9]. Starting materials: C([O-])([O-])=O.[K+].[K+] (Potassium carbonate), C(C)N1CCNCC1 (1-ethylpiperazine), C(C1=CC=CC=C1)OC1=C(C(=O)NC2=C(C(=O)OC(C)(C)C)C=CC(=C2)C2=CC=CC=C2)C=C(C=C1)OCCBr (tert-butyl 2-(2-(benzyloxy)-5-(2-bromoethoxy)benzamido)-4-phenylbenzoate). The solvent is CC(=O)C (acetone). The product is C(C1=CC=CC=C1)OC1=C(C(=O)NC2=C(C(=O)OC(C)(C)C)C=CC(=C2)C2=CC=CC=C2)C=C(C=C1)OCCN1CCN(CC1)CC (tert-butyl 2-(2-(benzyloxy)-5-(2-(4-ethylpiperazin-1-yl)ethoxy)benzamido)-4-phenylbenzoate). RXN SMILES: C(=O)([O-])[O-].[K+].[K+].[CH2:7]([N:9]1[CH2:14][CH2:13][NH:12][CH2:11][CH2:10]1)[CH3:8].[CH2:15]([O:22][C:23]1[CH:50]=[CH:49][C:48]([O:51][CH2:52][CH2:53]Br)=[CH:47][C:24]=1[C:25]([NH:27][C:28]1[CH:40]=[C:39]([C:41]2[CH:46]=[CH:45][CH:44]=[CH:43][CH:42]=2)[CH:38]=[CH:37][C:29]=1[C:30]([O:32][C:33]([CH3:36])([CH3:35])[CH3:34])=[O:31])=[O:26])[C:16]1[CH:21]=[CH:20][CH:19]=[CH:18][CH:17]=1>CC(C)=O>[CH2:15]([O:22][C:23]1[CH:50]=[CH:49][C:48]([O:51][CH2:52][CH2:53][N:12]2[CH2:13][CH2:14][N:9]([CH2:7][CH3:8])[CH2:10][CH2:11]2)=[CH:47][C:24]=1[C:25]([NH:27][C:28]1[CH:40]=[C:39]([C:41]2[CH:46]=[CH:45][CH:44]=[CH:43][CH:42]=2)[CH:38]=[CH:37][C:29]=1[C:30]([O:32][C:33]([CH3:36])([CH3:35])[CH3:34])=[O:31])=[O:26])[C:16]1[CH:21]=[CH:20][CH:19]=[CH:18][CH:17]=1 |f:0.1.2|. Procedure details: Potassium carbonate (1.5 g) and 1-ethylpiperazine (1.0 mL) were added to an acetone (8.0 mL) solution of tert-butyl 2-(2-(benzyloxy)-5-(2-bromoethoxy)benzamido)-4-phenylbenzoate (1.6 g), followed by heating to reflux for 5 hours. After cooling the reaction mixture to room temperature, the insoluble substance was removed by filtration, and the solvent was evaporated under reduced pressure. The obtained residue was purified by silica gel column chromatography [eluent: 100-90% chloroform/methanol] ... Reactants: C1CCNCC1, CN1C(=O)CNC1=O, CCO, N#Cc1ccc(Nc2cc(NC3CC3)n3ncc(C=O)c3n2)cc1, O. Yields the product CN1C(=O)NC(=Cc2cnn3c(NC4CC4)cc(Nc4ccc(C#N)cc4)nc23)C1=O. RXN SMILES: [CH2:33]1[CH2:34][CH2:35][NH:36][CH2:37][CH2:38]1.[CH3:25][N:26]1[C:27](=[O:32])[NH:28][CH2:29][C:30]1=[O:31].[CH3:39][CH2:40][OH:41].[CH:1]1([NH:4][c:5]2[cH:6][c:7]([NH:16][c:17]3[cH:18][cH:19][c:20]([C:21]#[N:22])[cH:23][cH:24]3)[n:8][c:9]3[n:10]2[n:11][cH:12][c:13]3[CH:14]=[O:15])[CH2:2][CH2:3]1.[OH2:42]>>[CH:1]1([NH:4][c:5]2[cH:6][c:7]([NH:16][c:17]3[cH:18][cH:19][c:20]([C:21]#[N:22])[cH:23][cH:24]3)[n:8][c:9]3[n:10]2[n:11][cH:12][c:13]3[CH:14]=[C:29]2[NH:28][C:27](=[O:32])[N:26]([CH3:25])[C:30]2=[O:31])[CH2:2][CH2:3]1.